From a dataset of the Open Reaction Database (ORD), a public repository of structured organic reaction records. describe an organic reaction: reactants, conditions, products, and yield Starting materials: BrC=1C=NC=C(C1)Br (3,5-dibromopyridine), CN(C=O)C (N,N-dimethylformamide), [O-]C1=CC=CC=C1.[Na+] (sodium phenoxide), [OH-].[Na+] (NaOH). The solvent is O (water). Run at temperature 110 celsius, time 44 hour. Product: BrC=1C=NC=C(C1)OC1=CC=CC=C1 (3-bromo-5-phenoxypyridine). The yield is 79.3%. Reaction SMILES: Br[C:2]1[CH:3]=[N:4][CH:5]=[C:6]([Br:8])[CH:7]=1.CN(C)C=O.[O-:14][C:15]1[CH:20]=[CH:19][CH:18]=[CH:17][CH:16]=1.[Na+].[OH-].[Na+]>O>[Br:8][C:6]1[CH:5]=[N:4][CH:3]=[C:2]([O:14][C:15]2[CH:20]=[CH:19][CH:18]=[CH:17][CH:16]=2)[CH:7]=1 |f:2.3,4.5|. Procedure: Sodium phenoxide trihydrate (7.50 g, 44.1 mmol) was dried under vacuum at 65° C. for 18 h at 0.6 mm Hg to yield 5.08 g of sodium phenoxide. Under a nitrogen atmosphere, 3,5-dibromopyridine (4.00 g, 16.9 mmol) and anhydrous N,N-dimethylformamide (40 mL) were added to the sodium phenoxide (5.08 g, 43.8 mmol). The resulting mixture was stirred at 110° C. for 44 h. After cooling to ambient temperature, water (75 mL) was added, and the pH was adjusted to 13.0 using 30% NaOH solution. The solution was... The reactants are CC(=O)N1CCc2cc(Br)cc(Cl)c21, CCO, [K+], [OH-], O. Product: Clc1cc(Br)cc2c1NCC2. RXN SMILES: [C:1](=[O:2])([CH3:3])[N:4]1[CH2:5][CH2:6][c:7]2[cH:8][c:9]([Br:14])[cH:10][c:11]([Cl:13])[c:12]21.[CH3:17][CH2:18][OH:19].[K+:16].[OH-:15].[OH2:20]>>[NH:4]1[CH2:5][CH2:6][c:7]2[cH:8][c:9]([Br:14])[cH:10][c:11]([Cl:13])[c:12]21. Reactants: ClCCCBr, CO, CN(C)C=O, COc1cc2c(C(C)C)n[nH]c(=O)c2cc1OC, ClC(Cl)Cl. Yields the product COc1cc2c(C(C)C)nn(CCCCl)c(=O)c2cc1OC. Reaction SMILES: [Br:19][CH2:20][CH2:21][CH2:22][Cl:23].[CH3:24][OH:25].[CH3:30][N:31]([CH3:32])[CH:33]=[O:34].[CH:1]([CH3:2])([CH3:3])[c:4]1[n:5][nH:6][c:7](=[O:18])[c:8]2[cH:9][c:10]([O:16][CH3:17])[c:11]([O:14][CH3:15])[cH:12][c:13]12.[CH:26]([Cl:27])([Cl:28])[Cl:29]>>[CH:1]([CH3:2])([CH3:3])[c:4]1[n:5][n:6]([CH2:20][CH2:21][CH2:22][Cl:23])[c:7](=[O:18])[c:8]2[cH:9][c:10]([O:16][CH3:17])[c:11]([O:14][CH3:15])[cH:12][c:13]12. The reactants are CCn1c(S)nc2[nH]ncc2c1=O, CI, [K], CN(C)C=O. The product is CCn1c(SC)nc2[nH]ncc2c1=O. As a reaction SMILES: [CH2:2]([CH3:3])[n:4]1[c:5]([SH:14])[n:6][c:7]2[c:8]([c:9]1=[O:10])[cH:11][n:12][nH:13]2.[CH3:15][I:16].[K:1].[O:17]=[CH:18][N:19]([CH3:20])[CH3:21]>>[CH2:2]([CH3:3])[n:4]1[c:5]([S:14][CH3:15])[n:6][c:7]2[c:8]([c:9]1=[O:10])[cH:11][n:12][nH:13]2.